This data is from the Open Reaction Database (ORD), a public repository of structured organic reaction records. The task is: describe an organic reaction: reactants, conditions, products, and yield Starting materials: CO, C=CCC#CC1=CC(C)(C)CCC1, O. Yields the product C=CCC#CC1=CCCC(C)(C)C1. As a reaction SMILES: [CH3:1][OH:2].[CH3:3][C:4]1([CH3:15])[CH:5]=[C:6]([C:10]#[C:11][CH2:12][CH:13]=[CH2:14])[CH2:7][CH2:8][CH2:9]1.[OH2:16]>>[CH3:3][C:4]1([CH3:15])[CH2:5][C:6]([C:10]#[C:11][CH2:12][CH:13]=[CH2:14])=[CH:7][CH2:8][CH2:9]1. The reactants are [H-].[Na+] (sodium hydride), CN(C=O)C (N,N-dimethylformamide), C(C)(C)(C)OC(=O)NC=1C=C(C=CC1)C1=CC(=C(C(=O)OC(C)(C)C)C=C1)[N+](=O)[O-] (tert-butyl 4-(3-(tert-butoxycarbonylamino)phenyl)-2-nitrobenzoate), CI (Methyl iodide). Run in C(C)OCC (diethyl ether), O (Water). Reaction conditions: time 15 minute. The product is C(C)(C)(C)OC(=O)N(C=1C=C(C=CC1)C1=CC(=C(C(=O)OC(C)(C)C)C=C1)[N+](=O)[O-])C (tert-butyl 4-(3-((tert-butoxycarbonyl)(methyl)amino)phenyl)-2-nitrobenzoate). As a reaction SMILES: [H-].[Na+].[CH3:3]N(C)C=O.[C:8]([O:12][C:13]([NH:15][C:16]1[CH:17]=[C:18]([C:22]2[CH:34]=[CH:33][C:25]([C:26]([O:28][C:29]([CH3:32])([CH3:31])[CH3:30])=[O:27])=[C:24]([N+:35]([O-:37])=[O:36])[CH:23]=2)[CH:19]=[CH:20][CH:21]=1)=[O:14])([CH3:11])([CH3:10])[CH3:9].CI>C(OCC)C.O>[C:8]([O:12][C:13]([N:15]([CH3:3])[C:16]1[CH:17]=[C:18]([C:22]2[CH:34]=[CH:33][C:25]([C:26]([O:28][C:29]([CH3:30])([CH3:31])[CH3:32])=[O:27])=[C:24]([N+:35]([O-:37])=[O:36])[CH:23]=2)[CH:19]=[CH:20][CH:21]=1)=[O:14])([CH3:9])([CH3:10])[CH3:11] |f:0.1|. Procedure details: Under ice-cooling, 60% sodium hydride (24 mg) was added to an N,N-dimethylformamide (3.0 mL) solution of tert-butyl 4-(3-(tert-butoxycarbonylamino)phenyl)-2-nitrobenzoate (0.17 g), followed by stirring at the same temperature for 15 minutes and then at room temperature for 20 minutes. Methyl iodide (0.037 mL) was added to the reaction mixture under ice-cooling, followed by stirring at room temperature for 1 hour. Water and diethyl ether was added to the reaction mixture, and the organic layer wa...